This data is from the Open Reaction Database (ORD), a public repository of structured organic reaction records. The task is: describe an organic reaction: reactants, conditions, products, and yield Starting materials: C(=O)(OC(C)(C)C)N[C@@H](CC1=CC=C(C=C1)F)C(=O)O (Nα -Boc-(p-fluoro) phenylalanine), Cl.COC([C@H](N)C(C)(C)S)=O (D-penicillamine methylester hydrochloride). The product is CC(C)(OC(=O)N[C@@H](CC1=CC=C(C=C1)F)C(=O)N[C@H](C(C)(C)S)C(=O)OC)C (N-[N-[(1,1-dimethylethoxy)carbonyl]-4-fluoro-L-phenylalanyl]-3-mercapto-D-valine, methyl ester), solid. Isolated yield 86.5%. RXN SMILES: [C:1]([NH:8][C@H:9]([C:18]([OH:20])=O)[CH2:10][C:11]1[CH:16]=[CH:15][C:14]([F:17])=[CH:13][CH:12]=1)([O:3][C:4]([CH3:7])([CH3:6])[CH3:5])=[O:2].Cl.[CH3:22][O:23][C:24](=[O:31])[C@@H:25]([C:27]([SH:30])([CH3:29])[CH3:28])[NH2:26]>>[CH3:7][C:4]([CH3:5])([O:3][C:1]([NH:8][C@H:9]([C:18]([NH:26][C@@H:25]([C:24]([O:23][CH3:22])=[O:31])[C:27]([SH:30])([CH3:29])[CH3:28])=[O:20])[CH2:10][C:11]1[CH:12]=[CH:13][C:14]([F:17])=[CH:15][CH:16]=1)=[O:2])[CH3:6] |f:1.2|. Procedure details: The title compound was synthesized by coupling Nα -Boc-(p-fluoro) phenylalanine (1.3 g, 40.0 mmol) to 8.2 g (41.0 mmol) of D-penicillamine methylester hydrochloride using the procedure described above in Example 19. The title compound was obtained as a white solid (14.8 g, 86.5%). Yields the product C#CC1(C)C=C(C#N)C(=O)CC1. Reaction SMILES: [CH2:18]([N+:19]([CH2:20][CH2:21][CH2:22][CH3:23])([CH2:24][CH2:25][CH2:26][CH3:27])[CH2:28][CH2:29][CH2:30][CH3:31])[CH2:32][CH2:33][CH3:34].[CH2:35]1[O:36][CH2:37][CH2:38][CH2:39]1.[CH3:1][C:2]1([C:11]#[C:12][Si:13]([CH3:14])([CH3:15])[CH3:16])[CH:3]=[C:4]([C:9]#[N:10])[C:5](=[O:8])[CH2:6][CH2:7]1.[F-:17]>>[CH3:1][C:2]1([C:11]#[CH:12])[CH:3]=[C:4]([C:9]#[N:10])[C:5](=[O:8])[CH2:6][CH2:7]1. Starting materials: CCCC[N+](CCCC)(CCCC)CCCC, C1CCOC1, CC1(C#C[Si](C)(C)C)C=C(C#N)C(=O)CC1, [F-]. Reactants: C(CCC)O (n-butanol), S(=O)(=O)([O-])S(=O)[O-].[Na+].[Na+] (sodium metabisulfite), N (ammonia), CC1=C(C=CC2=C1C(=NC(=N2)N)N)CNC3=CC(=C(C(=C3)OC)OC)OC.C(C)(=O)[O-] (trimetrexate acetate). Run in O (water). Yields the product CC1=C(C=CC2=C1C(=NC(=N2)N)N)CNC3=CC(=C(C(=C3)OC)OC)OC (TRIMETREXATE). RXN SMILES: C(O)CCC.[CH3:6][C:7]1[C:12]2[C:13]([NH2:18])=[N:14][C:15]([NH2:17])=[N:16][C:11]=2[CH:10]=[CH:9][C:8]=1[CH2:19][NH:20][C:21]1[CH:26]=[C:25]([O:27][CH3:28])[C:24]([O:29][CH3:30])=[C:23]([O:31][CH3:32])[CH:22]=1.C([O-])(=O)C.S(S([O-])=O)([O-])(=O)=O.[Na+].[Na+].N>O>[CH3:6][C:7]1[C:12]2[C:13]([NH2:18])=[N:14][C:15]([NH2:17])=[N:16][C:11]=2[CH:10]=[CH:9][C:8]=1[CH2:19][NH:20][C:21]1[CH:26]=[C:25]([O:27][CH3:28])[C:24]([O:29][CH3:30])=[C:23]([O:31][CH3:32])[CH:22]=1 |f:1.2,3.4.5|. Procedure: The reactor is charged with 41.5 L of n-butanol and 10.4 L of deionized water. 6.3 kg of crude trimetrexate acetate is then added. Then, 3 g of sodium metabisulfite, 0.65 L of ammonia, 1 kg of tonsil and 1 kg of Supercel are added. The reactants are C(CC1=CC=CC=C1)C=1C=C2C(=CNC2=CC1)C=O (5-phenethyl-3-formylindole), C(C)(=O)[O-].[NH4+] (ammonium acetate), [N+](=O)([O-])C (nitromethane). The product is C1(=CC=CC=C1)CCC=1C=C2C(=CNC2=CC1)C=C[N+](=O)[O-] (5-(2-phenylethyl)-3-(2-nitroethenyl)indole). Reaction SMILES: [CH2:1]([C:9]1[CH:10]=[C:11]2[C:15](=[CH:16][CH:17]=1)[NH:14][CH:13]=[C:12]2[CH:18]=O)[CH2:2][C:3]1[CH:8]=[CH:7][CH:6]=[CH:5][CH:4]=1.C([O-])(=O)C.[NH4+].[N+:25]([CH3:28])([O-:27])=[O:26]>>[C:3]1([CH2:2][CH2:1][C:9]2[CH:10]=[C:11]3[C:15](=[CH:16][CH:17]=2)[NH:14][CH:13]=[C:12]3[CH:18]=[CH:28][N+:25]([O-:27])=[O:26])[CH:8]=[CH:7][CH:6]=[CH:5][CH:4]=1 |f:1.2|. Procedure details: The aidehyde 5-phenethyl-3-formylindole (0.15 g, 0.6 mmol), nitromethane (0.9 ml) and ammonium acetate (0.05 g, 0.7 mmol) were heated gently under reflux for 0.5 h. On cooling, crystals slowly separated. Crystallization from methanol gave of 5-(2-phenylethyl)-3-(2-nitroethenyl)indole as crystals.